Dataset: the Open Reaction Database (ORD), a public repository of structured organic reaction records. Task: describe an organic reaction: reactants, conditions, products, and yield Starting materials: COP(OC)(=O)C(C(C)=O)=[N+]=[N-] ((1-diazo-2-oxo-propyl)-phosphonic acid dimethyl ester), C(#C)C=1C=NC2=CC=C(C=C2C1)OC(C(=O)NC1(CCC1)C=O)SC (2-(3-ethynyl-quinolin-6-yloxy)-N-(1-formyl-cyclobutyl)-2-methylsulfanyl-acetamide), C([O-])([O-])=O.[K+].[K+] (potassium carbonate). RXN SMILES: [CH3:1]OP(C(=[N+]=[N-])C(=O)C)(=O)OC.[C:13]([C:15]1[CH:16]=[N:17][C:18]2[C:23]([CH:24]=1)=[CH:22][C:21]([O:25][CH:26]([S:36][CH3:37])[C:27]([NH:29][C:30]1([CH:34]=O)[CH2:33][CH2:32][CH2:31]1)=[O:28])=[CH:20][CH:19]=2)#[CH:14].C(=O)([O-])[O-].[K+].[K+]>CO.[Cl-].[Na+].O>[C:34]([C:30]1([NH:29][C:27](=[O:28])[CH:26]([O:25][C:21]2[CH:22]=[C:23]3[C:18](=[CH:19][CH:20]=2)[N:17]=[CH:16][C:15]([C:13]#[CH:14])=[CH:24]3)[S:36][CH3:37])[CH2:33][CH2:32][CH2:31]1)#[CH:1] |f:2.3.4,6.7.8|. The solvent is [Cl-].[Na+].O (brine), CO (MeOH). Procedure: Bestmann's reagent ((1-diazo-2-oxo-propyl)-phosphonic acid dimethyl ester) (123 mg) was added to a solution of 2-(3-ethynyl-quinolin-6-yloxy)-N-(1-formyl-cyclobutyl)-2-methylsulfanyl-acetamide (180 mg) from Step 2 above in MeOH (15 ml) under nitrogen atmosphere. After cooling to 0° C. potassium carbonate (114 mg) was added and the mixture was stirred overnight at temperature from 0° C. to room temperature, then poured into brine and extracted with ethyl acetate (2×). The combined organic layers ... Conditions: time 8 hour. Yields the product C(#C)C1(CCC1)NC(C(SC)OC=1C=C2C=C(C=NC2=CC1)C#C)=O (N-(1-ethynyl-cyclobutyl)-2-(3-ethynyl-quinolin-6-yloxy)-2-methylsulfanyl-acetamide). Reactants: C[O-].[Na+] (sodium methylate), Cl.NO (hydroxylamine hydrochloride), resultant mixture, COC(CCCCCNC(\C=C\C=C\C1=C(C=CC=C1)[N+](=O)[O-])=O)=O ((2E,4E)-6-[5-(2-Nitrophenyl)penta-2,4-dienoylamino]hexanoic acid methyl ester). Solvent: CO (methanol), CO (methanol). Run at time 10 minute. The product is ONC(=O)CCCCCNC(\C=C\C=C\C1=C(C=CC=C1)[N+](=O)[O-])=O ((2E,4E)-5-(2-Nitrophenyl) penta-2,4-dienoic acid (5-hydroxycarbamoyl-pentyl)amide). Isolated yield 66.2%. RXN SMILES: C[O-].[Na+].Cl.[NH2:5][OH:6].C[O:8][C:9](=O)[CH2:10][CH2:11][CH2:12][CH2:13][CH2:14][NH:15][C:16](=[O:30])/[CH:17]=[CH:18]/[CH:19]=[CH:20]/[C:21]1[CH:26]=[CH:25][CH:24]=[CH:23][C:22]=1[N+:27]([O-:29])=[O:28]>CO>[OH:6][NH:5][C:9]([CH2:10][CH2:11][CH2:12][CH2:13][CH2:14][NH:15][C:16](=[O:30])/[CH:17]=[CH:18]/[CH:19]=[CH:20]/[C:21]1[CH:26]=[CH:25][CH:24]=[CH:23][C:22]=1[N+:27]([O-:29])=[O:28])=[O:8] |f:0.1,2.3|. Procedure: A solution of sodium methylate (6.0 mmol) in methanol (5 ml) was added to a solution of hydroxylamine hydrochloride (0.28 g, 4.0 mmol) (Acros) in methanol (8 ml). The mixture was stirred for 10 min. and the precipitate was filtered off. (2E,4E)-6-[5-(2-Nitrophenyl)penta-2,4-dienoylamino]hexanoic acid methyl ester (13a) (0.35 g, 1 mmol) was added to the filtrate and the obtained mixture was heated to the complete dissolving. The resultant mixture was stirred for 4 hours at ambient temperature and... Reactants: ClC=1C=C(C=CC1)CCCN(C(NC=1SC(=CN1)SCC(=O)O)=O)[C@@H]1CC[C@H](CC1)C ({2-[-3-[3-(3-chloro-phenyl)-propyl]-3-(trans-4-methyl -cyclohexyl)-ureido]-thiazol-5-ylsulfanyl}-acetic acid), C(C)OC(CSC1=CN=C(S1)N)=O ((2-aminothiazol-5-ylsulfanyl) acetic acid ethyl ester), CO[C@@H]1CC[C@H](CC1)N (trans-4-methoxy-cyclohexylamine), C1(=CC=CC=C1)CCC(=O)O (3-phenyl propionic acid). Yields the product CO[C@@H]1CC[C@H](CC1)N(C(NC=1SC(=CN1)SCC(=O)O)=O)CCCC1=CC=CC=C1 ({2-[3-(trans-4-Methoxy-cyclohexyl)-3-(3-phenyl-propyl)-ureido]-thiazol-5-ylsulfanyl}-acetic acid). As a reaction SMILES: Cl[C:2]1[CH:3]=[C:4]([CH2:8][CH2:9][CH2:10][N:11]([C@H:25]2[CH2:30][CH2:29][C@H:28](C)[CH2:27][CH2:26]2)[C:12](=[O:24])[NH:13][C:14]2[S:15][C:16]([S:19][CH2:20][C:21]([OH:23])=[O:22])=[CH:17][N:18]=2)[CH:5]=[CH:6][CH:7]=1.[CH3:32][O:33][C@H]1CC[C@H](N)CC1.C1(CCC(O)=O)C=CC=CC=1.C(OC(=O)CSC1SC(N)=NC=1)C>>[CH3:32][O:33][C@H:28]1[CH2:29][CH2:30][C@H:25]([N:11]([CH2:10][CH2:9][CH2:8][C:4]2[CH:3]=[CH:2][CH:7]=[CH:6][CH:5]=2)[C:12](=[O:24])[NH:13][C:14]2[S:15][C:16]([S:19][CH2:20][C:21]([OH:23])=[O:22])=[CH:17][N:18]=2)[CH2:26][CH2:27]1. Procedure: The compound was prepared following an analogous procedure to the one described for the synthesis of {2-[-3-[3-(3-chloro-phenyl)-propyl]-3-(trans-4-methyl -cyclohexyl)-ureido]-thiazol-5-ylsulfanyl}-acetic acid using trans-4-methoxy-cyclohexylamine, 3-phenyl propionic acid and (2-aminothiazol-5-ylsulfanyl) acetic acid ethyl ester. The reactants are C(C)(C)(C)OC(=O)N1CCC(CC1)OC1=C(C(=O)OC)C=CC(=C1)F (methyl 2-(1-tert-butoxycarbonylpiperidin-4-yloxy)-4-fluorobenzoate), N1CCCC1 (pyrrolidine), oil. Reaction conditions: temperature 80 celsius, time 3 hour. Yields the product C(C)(C)(C)OC(=O)N1CCC(CC1)OC1=C(C(=O)OC)C=CC(=C1)N1CCCC1 (Methyl 2-(1-tert-butoxycarbonylpiperidin-4-yloxy)-4-(pyrrolidin-1-yl)benzoate). As a reaction SMILES: [C:1]([O:5][C:6]([N:8]1[CH2:13][CH2:12][CH:11]([O:14][C:15]2[CH:24]=[C:23](F)[CH:22]=[CH:21][C:16]=2[C:17]([O:19][CH3:20])=[O:18])[CH2:10][CH2:9]1)=[O:7])([CH3:4])([CH3:3])[CH3:2].[NH:26]1[CH2:30][CH2:29][CH2:28][CH2:27]1>>[C:1]([O:5][C:6]([N:8]1[CH2:13][CH2:12][CH:11]([O:14][C:15]2[CH:24]=[C:23]([N:26]3[CH2:30][CH2:29][CH2:28][CH2:27]3)[CH:22]=[CH:21][C:16]=2[C:17]([O:19][CH3:20])=[O:18])[CH2:10][CH2:9]1)=[O:7])([CH3:4])([CH3:3])[CH3:2]. Reported procedure: The methyl 2-(1-tert-butoxycarbonylpiperidin-4-yloxy)-4-fluorobenzoate (7.99 mmol, 22.6 mmol) was diluted with pyrrolidine (18 mL, 215.6 mmol). The resulting mixture was heated to 80° C. After 3 hours, the reaction was cooled to room temperature and quenched with water (50 mL). The mixture was extracted with dichloromethane (200 mL). The organic layer was washed with saturated aqueous citric acid (3×50 mL), dried over sodium sulfate, filtered, and concentrated to a colorless oil (9.14 g, 22.6 mm... The reactants are Na, [N+](=O)([O-])CC (nitroethane), COS(=O)(=O)OC (dimethylsulfate), ice water, CN(C)CC1=CNC2=C1C=C(C=C2)[N+](=O)[O-] (5-nitrogramine). Solvent: CCO (EtOH), CCO (EtOH), CCO (EtOH). Conditions: time 2 hour. The product is [N+](=O)([O-])C=1C=C2C(=CNC2=CC1)CC(C)[N+](=O)[O-] (5-Nitro-3-(2-nitropropyl)indole). The yield is 65.4%. RXN SMILES: [N+:1]([CH2:4][CH3:5])([O-:3])=[O:2].CN([CH2:9][C:10]1[C:14]2[CH:15]=[C:16]([N+:19]([O-:21])=[O:20])[CH:17]=[CH:18][C:13]=2[NH:12][CH:11]=1)C.COS(OC)(=O)=O>CCO>[N+:19]([C:16]1[CH:15]=[C:14]2[C:13](=[CH:18][CH:17]=1)[NH:12][CH:11]=[C:10]2[CH2:9][CH:4]([N+:1]([O-:3])=[O:2])[CH3:5])([O-:21])=[O:20]. Reported procedure: To a solution of 0.3 g (0.013 mole) of Na in 65 ml of abs EtOH was added 2.93 g (0.039 mole) of nitroethane dropwise. To the white suspension was added 2.19 g (0.01 mole) of 5-nitrogramine suspended in 40 ml of abs EtOH, followed by 2.5 g (0.02 mole) of dimethylsulfate in 20 ml of abs EtOH dropwise over 15 minutes. The mixture was stirred for 2 hours, then poured into 350 ml of ice water. The yellow solid was filtered, washed with ice water and air-dried to give 1.63 g (64%) of product: m.p. 130... The reactants are CCC(=O)Cl, COc1cc2c(cc1OC)C(C1CC1)NCC2, O=C(Cl)C1CC1. Yields the product CCC1NCCc2cc(OC)c(OC)cc21. Reaction SMILES: [C:18]([Cl:19])(=[O:20])[CH2:21][CH3:22].[CH:1]1([CH:4]2[NH:5][CH2:6][CH2:7][c:8]3[cH:9][c:10]([O:16][CH3:17])[c:11]([O:14][CH3:15])[cH:12][c:13]32)[CH2:2][CH2:3]1.[CH:23]1([C:24]([Cl:25])=[O:26])[CH2:27][CH2:28]1>>[CH2:1]([CH3:2])[CH:4]1[NH:5][CH2:6][CH2:7][c:8]2[cH:9][c:10]([O:16][CH3:17])[c:11]([O:14][CH3:15])[cH:12][c:13]21.